Task: describe an organic reaction: reactants, conditions, products, and yield. Dataset: the Open Reaction Database (ORD), a public repository of structured organic reaction records The reactants are [H-].[Na+] (sodium hydride), O1C(CCCC1)OC1OCCCC1 (tetrahydropyranyl ether), ICCCCCCO (6-iodo-1-hexanol), [Cl-].[NH4+] (ammonium chloride), FC=1C=C(C2=C(C(C=C(O2)C2=CC(=C(C=C2)N(C)C)F)=O)C1NC(C(C)(C)C)=O)F (6,8-difluoro-2-[4-(N,N-dimethylamino)-3-fluorophenyl]-5-pivaloylamino-4H-1-benzopyran-4-one). The solvent is CN(C=O)C (dimethylformamide). Run at temperature 0 celsius, time 1.3 hour. The product is FC=1C=C(C2=C(C(C=C(O2)C2=CC(=C(C=C2)N(C)C)F)=O)C1NCCCCCCO)F (6,8-Difluoro-2-[4-(N,N-dimethylamino)-3-fluorophenyl]-5-(6-hydroxyhexylamino)-4H-1-benzopyran-4-one). Yield: 70.0%. As a reaction SMILES: [F:1][C:2]1[CH:3]=[C:4]([F:30])[C:5]2[O:10][C:9]([C:11]3[CH:16]=[CH:15][C:14]([N:17]([CH3:19])[CH3:18])=[C:13]([F:20])[CH:12]=3)=[CH:8][C:7](=[O:21])[C:6]=2[C:22]=1[NH:23]C(=O)C(C)(C)C.[H-].[Na+].O1CCCCC1OC1CCCCO1.I[CH2:47][CH2:48][CH2:49][CH2:50][CH2:51][CH2:52][OH:53].[Cl-].[NH4+]>CN(C)C=O>[F:1][C:2]1[CH:3]=[C:4]([F:30])[C:5]2[O:10][C:9]([C:11]3[CH:16]=[CH:15][C:14]([N:17]([CH3:18])[CH3:19])=[C:13]([F:20])[CH:12]=3)=[CH:8][C:7](=[O:21])[C:6]=2[C:22]=1[NH:23][CH2:47][CH2:48][CH2:49][CH2:50][CH2:51][CH2:52][OH:53] |f:1.2,5.6|. Procedure: 1.0 g (2.99 mmol) of Compound 38 obtained in Example 38 was dissolved in 20 ml of dimethylformamide under argon atmosphere, 239 mg of sodium hydride (60% oil dispersion) and 1.87 g of tetrahydropyranyl ether of 6-iodo-1-hexanol were added under ice-cooling and the mixture was stirred at 0° C. for 1.3 hours. An aqueous saturated solution of ammonium chloride was added to the reaction solution and the mixture was extracted with ethyl acetate. The organic layer was washed with an aqueous saturated ...